Dataset: the Open Reaction Database (ORD), a public repository of structured organic reaction records. Task: describe an organic reaction: reactants, conditions, products, and yield Starting materials: CC(C)(C)c1ccc(O)c(C(C)(C)C)c1, C1CCNCC1, Cc1ccccc1, O=Cc1ccc(F)cc1. Yields the product CC(C)(C)c1cc(C(c2ccc(F)cc2)N2CCCCC2)c(O)c(C(C)(C)C)c1. RXN SMILES: [C:16]([CH3:17])([CH3:18])([CH3:19])[c:20]1[c:21]([OH:30])[cH:22][cH:23][c:24]([C:26]([CH3:27])([CH3:28])[CH3:29])[cH:25]1.[CH2:1]1[CH2:2][CH2:3][NH:4][CH2:5][CH2:6]1.[CH3:31][c:32]1[cH:33][cH:34][cH:35][cH:36][cH:37]1.[F:7][c:8]1[cH:9][cH:10][c:11]([CH:12]=[O:13])[cH:14][cH:15]1>>[CH2:1]1[CH2:2][CH2:3][N:4]([CH:12]([c:11]2[cH:10][cH:9][c:8]([F:7])[cH:15][cH:14]2)[c:22]2[c:21]([OH:30])[c:20]([C:16]([CH3:17])([CH3:18])[CH3:19])[cH:25][c:24]([C:26]([CH3:27])([CH3:28])[CH3:29])[cH:23]2)[CH2:5][CH2:6]1. Reagents/catalysts: C(C)(=O)[O-].[Pd+2].C(C)(=O)[O-] (palladium (II) acetate), C(C)(=O)[O-].[Pd+2].C(C)(=O)[O-] (palladium (II) acetate). Run in C(C)(=O)OCC (ethyl acetate), O1CCOCC1 (dioxane), O1CCOCC1 (dioxane). The yield is 60.5%. Reported procedure: A mixture of palladium (II) acetate (63 mg; 0.28 mmol), (±)-2,2′-bis-diphenylphosphanyl-[1,1′]binaphthalenyl (258 mg; 0.41 mmol) and cesium carbonate (1.30 g; 4.00 mmol) in dioxane (3 mL) is placed in an ultrasonic bath for 45 minutes. 4-Piperidin-4-yl-butyric acid methyl ester hydrochloride (415 mg; 2.0 mmol, prepared in accordance with Example 131) and 1-bromo-4-tert-butyl-benzene (426 mg; 2.00 mmol) are then added and the reaction mixture is stirred for 2 hours under reflux. New catalyst solu... The reactants are C1(=CC=CC=C1)P(C1=C(C2=CC=CC=C2C=C1)C1=C(C=CC2=CC=CC=C12)P(C1=CC=CC=C1)C1=CC=CC=C1)C1=CC=CC=C1 ((±)-2,2′-bis-diphenylphosphanyl-[1,1′]binaphthalenyl), C([O-])([O-])=O.[Cs+].[Cs+] (cesium carbonate), Cl.COC(CCCC1CCNCC1)=O (4-piperidin-4-yl-butyric acid methyl ester hydrochloride), BrC1=CC=C(C=C1)C(C)(C)C (1-bromo-4-tert-butyl-benzene), C1(=CC=CC=C1)P(C1=C(C2=CC=CC=C2C=C1)C1=C(C=CC2=CC=CC=C12)P(C1=CC=CC=C1)C1=CC=CC=C1)C1=CC=CC=C1 ((±)-2,2′-bis-diphenylphosphanyl-[1,1′]binaphthalenyl), C([O-])([O-])=O.[Cs+].[Cs+] (cesium carbonate). Conditions: time 45 minute. RXN SMILES: C1(P(C2C=CC=CC=2)C2C=CC3C(=CC=CC=3)C=2C2C3C(=CC=CC=3)C=CC=2P(C2C=CC=CC=2)C2C=CC=CC=2)C=CC=CC=1.C(=O)([O-])[O-].[Cs+].[Cs+].Cl.[CH3:54][O:55][C:56](=[O:66])[CH2:57][CH2:58][CH2:59][CH:60]1[CH2:65][CH2:64][NH:63][CH2:62][CH2:61]1.Br[C:68]1[CH:73]=[CH:72][C:71]([C:74]([CH3:77])([CH3:76])[CH3:75])=[CH:70][CH:69]=1>O1CCOCC1.C(OCC)(=O)C.C([O-])(=O)C.[Pd+2].C([O-])(=O)C>[CH3:54][O:55][C:56](=[O:66])[CH2:57][CH2:58][CH2:59][CH:60]1[CH2:65][CH2:64][N:63]([C:68]2[CH:73]=[CH:72][C:71]([C:74]([CH3:77])([CH3:76])[CH3:75])=[CH:70][CH:69]=2)[CH2:62][CH2:61]1 |f:1.2.3,4.5,9.10.11|. The product is COC(CCCC1CCN(CC1)C1=CC=C(C=C1)C(C)(C)C)=O (4-[1-(4-tert-butyl-phenyl)-piperidin-4-yl]-butyric acid methyl ester). Reactants: CN1C=C(C=CC1=O)C(CC(C1=C(C=CC=C1)C)C1=CC=C(C=C1)C1=CC=C(C=C1)C(=O)O)=O (4′-[3-(1-methyl-6-oxo-1,6-dihydro-pyridin-3-yl)-3-oxo-1-o-tolyl-propyl]-biphenyl-4-carboxylic acid), Cl.NO (hydroxylamine hydrochloride), C(=O)(O)[O-].[Na+] (NaHCO3). The product is O\N=C(/CC(C1=C(C=CC=C1)C)C1=CC=C(C=C1)C1=CC=C(C=C1)C(=O)O)\C1=CN(C(C=C1)=O)C (4′-[3-[(E)-Hydroxyimino]-3-(1-methyl-6-oxo-1,6-dihydro-pyridin-3-yl)-1-o-tolyl-propyl]-biphenyl-4-carboxylic acid). RXN SMILES: [CH3:1][N:2]1[C:7](=[O:8])[CH:6]=[CH:5][C:4]([C:9](=O)[CH2:10][CH:11]([C:19]2[CH:24]=[CH:23][C:22]([C:25]3[CH:30]=[CH:29][C:28]([C:31]([OH:33])=[O:32])=[CH:27][CH:26]=3)=[CH:21][CH:20]=2)[C:12]2[CH:17]=[CH:16][CH:15]=[CH:14][C:13]=2[CH3:18])=[CH:3]1.Cl.[NH2:36][OH:37].C([O-])(O)=O.[Na+]>>[OH:37]/[N:36]=[C:9](/[C:4]1[CH:5]=[CH:6][C:7](=[O:8])[N:2]([CH3:1])[CH:3]=1)\[CH2:10][CH:11]([C:19]1[CH:20]=[CH:21][C:22]([C:25]2[CH:30]=[CH:29][C:28]([C:31]([OH:33])=[O:32])=[CH:27][CH:26]=2)=[CH:23][CH:24]=1)[C:12]1[CH:17]=[CH:16][CH:15]=[CH:14][C:13]=1[CH3:18] |f:1.2,3.4|. Procedure: In analogy to example 151, step 3, 4′-[3-(1-methyl-6-oxo-1,6-dihydro-pyridin-3-yl)-3-oxo-1-o-tolyl-propyl]-biphenyl-4-carboxylic acid was reacted with hydroxylamine hydrochloride in the presence of NaHCO3 to give the title compound as a colorless solid, MS (ESI+): m/z=467.3 [M+H]+.